Dataset: the Open Reaction Database (ORD), a public repository of structured organic reaction records. Task: describe an organic reaction: reactants, conditions, products, and yield Reactants: O1C=C(C2=C1C=CC=C2)CCBr (2-(benzofuran-3-yl)-1-bromoethane), N1CCNCC1 (piperazine), C([O-])([O-])=O.[K+].[K+] (potassium carbonate), C(C)#N (acetonitrile). Yields the product O1C=C(C2=C1C=CC=C2)CCN2CCC(CC2)N (1-[2-(Benzofuran-3-yl)ethyl]-4-piperidylamine). As a reaction SMILES: [O:1]1[C:5]2[CH:6]=[CH:7][CH:8]=[CH:9][C:4]=2[C:3]([CH2:10][CH2:11]Br)=[CH:2]1.N1[CH2:18][CH2:17][NH:16][CH2:15][CH2:14]1.C(=O)([O-])[O-].[K+].[K+].[C:25](#[N:27])C>>[O:1]1[C:5]2[CH:6]=[CH:7][CH:8]=[CH:9][C:4]=2[C:3]([CH2:10][CH2:11][N:16]2[CH2:15][CH2:14][CH:25]([NH2:27])[CH2:18][CH2:17]2)=[CH:2]1 |f:2.3.4|. Procedure details: 84 mmol of 2-(benzofuran-3-yl)-1-bromoethane, 67 mmol of piperazine and 56 mmol of potassium carbonate are added to 200 ml of acetonitrile. After refluxing for 4 hours, the reaction mixture is cooled and then concentrated. The residue is taken up in dichloromethane, is washed with water, dried, filtered and then concentrated under reduced pressure. Chromatography over silica gel (dichloromethane/ethanol: 90/10) allows the expected product to be isolated. Starting materials: Cc1nc2c(OCc3c(Cl)ccc(N(C)C(=O)Oc4ccc([N+](=O)[O-])cc4)c3Cl)cccn2c1Br, CN, CO. The product is CNC(=O)N(C)c1ccc(Cl)c(COc2cccn3c(Br)c(C)nc23)c1Cl. As a reaction SMILES: [Br:1][c:2]1[c:3]([CH3:35])[n:4][c:5]2[n:6]1[cH:7][cH:8][cH:9][c:10]2[O:11][CH2:12][c:13]1[c:14]([Cl:34])[c:15]([N:20]([C:21](=[O:22])[O:23][c:24]2[cH:25][cH:26][c:27]([N+:28]([O-:29])=[O:30])[cH:31][cH:32]2)[CH3:33])[cH:16][cH:17][c:18]1[Cl:19].[CH3:36][NH2:37].[CH3:38][OH:39]>>[Br:1][c:2]1[c:3]([CH3:35])[n:4][c:5]2[n:6]1[cH:7][cH:8][cH:9][c:10]2[O:11][CH2:12][c:13]1[c:14]([Cl:34])[c:15]([N:20]([C:21](=[O:22])[NH:37][CH3:36])[CH3:33])[cH:16][cH:17][c:18]1[Cl:19]. Starting materials: C(CCC)[Li] (n-butyllithium), C(C)OC(C)OC=1C=C(C=CC1)OC (3-(1-ethoxyethoxy)anisole), CN(C=O)C (dimethylformamide). Run in CCOCC (ether), CCOCC (ether). Run at time 2 hour. Yields the product OC1=C(C=O)C(=CC=C1)OC (2-hydroxy-6-methoxybenzaldehyde). Reaction SMILES: C(OC([O:6][C:7]1[CH:8]=[C:9]([O:13][CH3:14])[CH:10]=[CH:11][CH:12]=1)C)C.C([Li])CCC.CN(C)[CH:22]=[O:23]>CCOCC>[OH:6][C:7]1[CH:12]=[CH:11][CH:10]=[C:9]([O:13][CH3:14])[C:8]=1[CH:22]=[O:23]. Reported procedure: The 3-(1-ethoxyethoxy)anisole was dissolved in ether (750 ml) and n-butyllithium (1.6M solution in hexanes; 500 ml) was added dropwise at ambient temperature under nitrogen. The mixture was stirred at ambient temperature for 2 hours, then it was cooled to 10° C. and a solution of dimethylformamide (94 g) in ether (150 ml) was added dropwise. The mixture was stirred at ambient temperature for 2 hours, then poured onto crushed ice. The product was extracted into ether, the combined extracts dried ...